From a dataset of the Open Reaction Database (ORD), a public repository of structured organic reaction records. describe an organic reaction: reactants, conditions, products, and yield Conditions: temperature 95 celsius. Yields the product Cl.CN(CCCCS)C (4-(dimethylamino)butanethiol hydrochloride). The solvent is O (water), O (water), O (Water). Procedure: A solution of sodium hydroxide (16.4 g) in water (16.5 ml) was added dropwise under nitrogen at 0° C. to a stirred solution of S-[4-(dimethylamino)butyl]-isothiourea dihydrochloride (51 g) in water (60 ml), then the mixture was heated at 95° C. for 2 hours and allowed to cool to ambient temperature. Water (100 ml) was added, and the product was extracted into ether (50 ml), dichloromethane (3×50 ml), and ether (2×50 ml). The combined organic solutions were dried over magnesium sulphate, then the... As a reaction SMILES: [OH-].[Na+].[ClH:3].Cl.[CH3:5][N:6]([CH3:15])[CH2:7][CH2:8][CH2:9][CH2:10][S:11]C(=N)N>O>[ClH:3].[CH3:5][N:6]([CH3:15])[CH2:7][CH2:8][CH2:9][CH2:10][SH:11] |f:0.1,2.3.4,6.7|. Yield: 60.2%. Reactants: [OH-].[Na+] (sodium hydroxide), Cl.Cl.CN(CCCCSC(N)=N)C (S-[4-(dimethylamino)butyl]-isothiourea dihydrochloride). The reactants are CO, OB(O)C=Cc1ccccc1, CC(C)(O)c1ccc(C(=O)Nc2cc(Cl)n3nccc3n2)cc1, [Na+], O=C([O-])O. The product is CC(C)(O)c1ccc(C(=O)Nc2cc(C=Cc3ccccc3)n3nccc3n2)cc1. RXN SMILES: [CH3:40][OH:41].[CH:24](=[CH:25][c:26]1[cH:27][cH:28][cH:29][cH:30][cH:31]1)[B:32]([OH:33])[OH:34].[Cl:1][c:2]1[cH:3][c:4]([NH:11][C:12]([c:13]2[cH:14][cH:15][c:16]([C:19]([CH3:20])([CH3:21])[OH:22])[cH:17][cH:18]2)=[O:23])[n:5][c:6]2[n:7]1[n:8][cH:9][cH:10]2.[Na+:39].[O-:35][C:36]([OH:37])=[O:38]>>[c:2]1([CH:24]=[CH:25][c:26]2[cH:27][cH:28][cH:29][cH:30][cH:31]2)[cH:3][c:4]([NH:11][C:12]([c:13]2[cH:14][cH:15][c:16]([C:19]([CH3:20])([CH3:21])[OH:22])[cH:17][cH:18]2)=[O:23])[n:5][c:6]2[n:7]1[n:8][cH:9][cH:10]2. The reactants are Cc1oc(-c2ccc(OCc3ccccn3)cc2)nc1CCO, CC1CCCN1. Yields the product Cc1oc(-c2ccc(OCc3ccccn3)cc2)nc1CCN1CCCC1C. As a reaction SMILES: [CH3:1][c:2]1[c:3]([CH2:21][CH2:22][OH:23])[n:4][c:5](-[c:7]2[cH:8][cH:9][c:10]([O:13][CH2:14][c:15]3[n:16][cH:17][cH:18][cH:19][cH:20]3)[cH:11][cH:12]2)[o:6]1.[CH3:24][CH:25]1[NH:26][CH2:27][CH2:28][CH2:29]1>>[CH3:1][c:2]1[c:3]([CH2:21][CH2:22][N:26]2[CH:25]([CH3:24])[CH2:29][CH2:28][CH2:27]2)[n:4][c:5](-[c:7]2[cH:8][cH:9][c:10]([O:13][CH2:14][c:15]3[n:16][cH:17][cH:18][cH:19][cH:20]3)[cH:11][cH:12]2)[o:6]1. Starting materials: O=C(O)c1ccc(C(F)(F)F)cc1I, [Na+], [Na+], O=C([O-])[O-], CC(=O)[O-], CC(=O)[O-], O, OB(O)c1ccccc1, [Pd+2]. Product: O=C(O)c1ccc(C(F)(F)F)cc1-c1ccccc1. As a reaction SMILES: [I:1][c:2]1[c:3]([C:4](=[O:5])[OH:6])[cH:7][cH:8][c:9]([C:11]([F:12])([F:13])[F:14])[cH:10]1.[Na+:24].[Na+:25].[O-:26][C:27](=[O:28])[O-:29].[O-:32][C:33]([CH3:34])=[O:35].[O-:36][C:37]([CH3:38])=[O:39].[OH2:30].[OH:15][B:16]([OH:17])[c:18]1[cH:19][cH:20][cH:21][cH:22][cH:23]1.[Pd+2:31]>>[c:2]1(-[c:18]2[cH:19][cH:20][cH:21][cH:22][cH:23]2)[c:3]([C:4](=[O:5])[OH:6])[cH:7][cH:8][c:9]([C:11]([F:12])([F:13])[F:14])[cH:10]1. Starting materials: ClCCl, COc1cc2c(Oc3ccc4[nH]c(C)cc4c3)ncnc2cc1OCC1CCN(C(=O)OC(C)(C)C)CC1, O=C(O)C(F)(F)F. The product is COc1cc2c(Oc3ccc4[nH]c(C)cc4c3)ncnc2cc1OCC1CCNCC1. As a reaction SMILES: [CH2:46]([Cl:47])[Cl:48].[CH3:1][O:2][c:3]1[cH:4][c:5]2[c:6]([O:28][c:29]3[cH:30][c:31]4[cH:32][c:33]([CH3:38])[nH:34][c:35]4[cH:36][cH:37]3)[n:7][cH:8][n:9][c:10]2[cH:11][c:12]1[O:13][CH2:14][CH:15]1[CH2:16][CH2:17][N:18]([C:21]([O:22][C:23]([CH3:24])([CH3:25])[CH3:26])=[O:27])[CH2:19][CH2:20]1.[F:39][C:40]([F:41])([F:42])[C:43]([OH:44])=[O:45]>>[CH3:1][O:2][c:3]1[cH:4][c:5]2[c:6]([O:28][c:29]3[cH:30][c:31]4[cH:32][c:33]([CH3:38])[nH:34][c:35]4[cH:36][cH:37]3)[n:7][cH:8][n:9][c:10]2[cH:11][c:12]1[O:13][CH2:14][CH:15]1[CH2:16][CH2:17][NH:18][CH2:19][CH2:20]1.